This data is from the Open Reaction Database (ORD), a public repository of structured organic reaction records. The task is: describe an organic reaction: reactants, conditions, products, and yield The reactants are C(C)OC(C(C=1N=C(SC1)N)NC(=O)OC(C)(C)C)=O (α-t-butyloxycarbonylamino-α-(2-aminothiazol-4-yl)acetic acid ethyl ester), ClCC(=O)Cl (chloroacetyl chloride), O (water). The solvent is CN(C(C)=O)C (N,N-dimethylacetamide). Reaction conditions: time 1 hour. Yields the product C(C)OC(C(C=1N=C(SC1)NC(CCl)=O)NC(=O)OC(C)(C)C)=O (α-t-butyloxycarbonylamino-α-[2-(chloroacetamido)thiazol-4-yl]acetic acid ethyl ester). Yield: 90.8%. As a reaction SMILES: [CH2:1]([O:3][C:4](=[O:20])[CH:5]([NH:12][C:13]([O:15][C:16]([CH3:19])([CH3:18])[CH3:17])=[O:14])[C:6]1[N:7]=[C:8]([NH2:11])[S:9][CH:10]=1)[CH3:2].[Cl:21][CH2:22][C:23](Cl)=[O:24].O>CN(C)C(=O)C>[CH2:1]([O:3][C:4](=[O:20])[CH:5]([NH:12][C:13]([O:15][C:16]([CH3:19])([CH3:18])[CH3:17])=[O:14])[C:6]1[N:7]=[C:8]([NH:11][C:23](=[O:24])[CH2:22][Cl:21])[S:9][CH:10]=1)[CH3:2]. Procedure: To a solution of 1.26 g of α-t-butyloxycarbonylamino-α-(2-aminothiazol-4-yl)acetic acid ethyl ester in 5 ml of N,N-dimethylacetamide is added 708 mg of chloroacetyl chloride under stirring. After the stirring for further 1 hour at room temperature, the reaction solution is poured into water and extracted with ethyl acetate. The organic layer is washed with saturated sodium bicarbonate aq. solution and then water and dried over anhydrous magnesium sulfate. The distillation of the solvent gives 1.... Starting materials: CC(C)c1cc(-c2cccc(C(=O)CC(=O)Nc3cc(C(F)(F)F)ccc3NC(=O)OC(C)(C)C)c2)ccn1, ClCCl, O=C(O)C(F)(F)F. Product: CC(C)c1cc(-c2cccc(C3=Nc4ccc(C(F)(F)F)cc4NC(=O)C3)c2)ccn1. As a reaction SMILES: [C:1]([O:2][C:3](=[O:4])[NH:7][c:8]1[c:9]([NH:18][C:19]([CH2:20][C:21](=[O:5])[c:23]2[cH:24][c:25](-[c:29]3[cH:30][c:31]([CH:35]([CH3:36])[CH3:37])[n:32][cH:33][cH:34]3)[cH:26][cH:27][cH:28]2)=[O:38])[cH:10][c:11]([C:14]([F:15])([F:16])[F:17])[cH:12][cH:13]1)([CH3:6])([CH3:22])[CH3:39].[Cl:47][CH2:48][Cl:49].[F:40][C:41]([F:42])([F:43])[C:44]([OH:45])=[O:46]>>[N:7]1=[C:21]([c:23]2[cH:24][c:25](-[c:29]3[cH:30][c:31]([CH:35]([CH3:36])[CH3:37])[n:32][cH:33][cH:34]3)[cH:26][cH:27][cH:28]2)[CH2:20][C:19](=[O:38])[NH:18][c:9]2[c:8]1[cH:13][cH:12][c:11]([C:14]([F:15])([F:16])[F:17])[cH:10]2. The reactants are FC(/C=C/C(=O)O)(F)F ((E)-4,4,4-Trifluorobut-2-enoic acid), C(C(=O)Cl)(=O)Cl (oxalyl chloride), CC1=NC2=CC=CC=C2C(=C1)N1C(CNCC1)CC(=O)OC (Methyl 2-[1-(2-methyl-4-quinolyl)piperazin-2-yl]acetate), C(C)(C)N(CC)C(C)C (diisopropylethylamine). The solvent is CN(C)C=O (DMF), C(Cl)Cl (DCM), CN(C)C=O (DMF). Reaction conditions: time 10 minute. Yields the product CC1=NC2=CC=CC=C2C(=C1)N1C(CN(CC1)C(\C=C\C(F)(F)F)=O)CC(=O)OC (Methyl 2-[1-(2-methyl-4-quinolyl)-4-[(E)-4,4,4-trifluorobut-2-enoyl]piperazin-2-yl]acetate). As a reaction SMILES: [F:1][C:2]([F:9])([F:8])/[CH:3]=[CH:4]/[C:5](O)=[O:6].C(Cl)(=O)C(Cl)=O.[CH3:16][C:17]1[CH:26]=[C:25]([N:27]2[CH2:32][CH2:31][NH:30][CH2:29][CH:28]2[CH2:33][C:34]([O:36][CH3:37])=[O:35])[C:24]2[C:19](=[CH:20][CH:21]=[CH:22][CH:23]=2)[N:18]=1.C(N(C(C)C)CC)(C)C>C(Cl)Cl.CN(C=O)C>[CH3:16][C:17]1[CH:26]=[C:25]([N:27]2[CH2:32][CH2:31][N:30]([C:5](=[O:6])/[CH:4]=[CH:3]/[C:2]([F:9])([F:8])[F:1])[CH2:29][CH:28]2[CH2:33][C:34]([O:36][CH3:37])=[O:35])[C:24]2[C:19](=[CH:20][CH:21]=[CH:22][CH:23]=2)[N:18]=1. Procedure details: (E)-4,4,4-Trifluorobut-2-enoic acid (15.4 mg, 0.08 mmol) was dissolved in DCM (1 ml), oxalyl chloride was added (9.4 μl, 0.11 mmol) followed by a drop of DMF. The mixture was stirred for 10 minutes at room temperature. Methyl 2-[1-(2-methyl-4-quinolyl)piperazin-2-yl]acetate (33.6 mg, 0.1 mmol) was dissolved in DMF (1 ml) together with diisopropylethylamine (44 μl, 0.25 mmol), the solutions were combined and the resulting mixture was stirred at room temperature overnight. The volatiles were remov...